Dataset: the Open Reaction Database (ORD), a public repository of structured organic reaction records. Task: describe an organic reaction: reactants, conditions, products, and yield Reactants: C(C1=CC=CC=C1)(=O)C=1C(=C(C=CC1O)C(=CC(=O)O)C)O (3-(3-benzoyl-2,4-dihydroxyphenyl)-but-2-enoic acid), CC(C)=CCCC(C)CCO (citronellol), C1(=CC=C(C=C1)S(=O)(=O)O)C (p-toluenesulfonic acid). The solvent is C1CCCCC1 (cyclohexane). Product: CC(CCOC(\C=C(/C)\C1=C(C(=C(C=C1)O)C(C1=CC=CC=C1)=O)O)=O)CCCC(=C)C ((E)-3-(3-benzoyl-2,4-dihydroxyphenyl)-but-2-enoic acid 3,7-dimethyl-oct-7-enyl ester). RXN SMILES: [C:1]([C:9]1[C:10]([OH:22])=[C:11]([C:16]([CH3:21])=[CH:17][C:18]([OH:20])=[O:19])[CH:12]=[CH:13][C:14]=1[OH:15])(=[O:8])[C:2]1[CH:7]=[CH:6][CH:5]=[CH:4][CH:3]=1.[CH3:23][C:24](=[CH:26][CH2:27][CH2:28][CH:29]([CH2:31][CH2:32]O)[CH3:30])[CH3:25].C1(C)C=CC(S(O)(=O)=O)=CC=1>C1CCCCC1>[CH3:30][CH:29]([CH2:28][CH2:27][CH2:26][C:24]([CH3:25])=[CH2:23])[CH2:31][CH2:32][O:19][C:18](=[O:20])/[CH:17]=[C:16](/[C:11]1[CH:12]=[CH:13][C:14]([OH:15])=[C:9]([C:1](=[O:8])[C:2]2[CH:3]=[CH:4][CH:5]=[CH:6][CH:7]=2)[C:10]=1[OH:22])\[CH3:21]. Reported procedure: A solution of 3-(3-benzoyl-2,4-dihydroxyphenyl)-but-2-enoic acid (5.97 g, 20.0 mmol), citronellol (3.13 g, 20.0 mmol) and p-toluenesulfonic acid (1 g) in cyclohexane (150 mL) is refluxed for 6 h under vacuum using a Dean Stark separator. The reaction mixture is partitioned between methylene chloride (150 mL) and water (150 mL); the organic layer is removed and washed with methylene chloride (100 mL). The combined organic layers are washed sequentially with saturated sodium bicarbonate solution (...